Task: describe an organic reaction: reactants, conditions, products, and yield. Dataset: the Open Reaction Database (ORD), a public repository of structured organic reaction records The reactants are C(C)OC(CC(C(C)=O)C(C)=O)=O (3-acetyl-4-oxo-pentanoic acid ethyl ester), IC (iodo-methane), C([O-])([O-])=O.[K+].[K+] (potassium carbonate). Solvent: petroleum ether, CC(=O)C (acetone). Yields the product C(C)OC(CC(C(C)=O)(C)C(C)=O)=O (3-acetyl-3-methyl-4-oxo-pentanoic acid ethyl ester). Yield: 67.8%. Reaction SMILES: [CH2:1]([O:3][C:4](=[O:13])[CH2:5][CH:6]([C:10](=[O:12])[CH3:11])[C:7](=[O:9])[CH3:8])[CH3:2].IC.[C:16](=O)([O-])[O-].[K+].[K+]>CC(C)=O>[CH2:1]([O:3][C:4](=[O:13])[CH2:5][C:6]([C:7](=[O:9])[CH3:8])([CH3:16])[C:10](=[O:12])[CH3:11])[CH3:2] |f:2.3.4|. Reported procedure: 48.3 g of 3-acetyl-4-oxo-pentanoic acid ethyl ester, 41 g of iodo-methane, 34 g of potassium carbonate, and 90 ml of acetone were mixed and refluxed for 9 hours. After cooling, 100 ml of petroleum ether was added, and the solid was filtered off and washed with acetone and petroleum ether. Fractional distillation yielded 33.4 g of 3-acetyl-3-methyl-4-oxo-pentanoic acid ethyl ester (boiling point: 69° C./0.02 mbar; purity: 97%; colorless).